This data is from the Open Reaction Database (ORD), a public repository of structured organic reaction records. The task is: describe an organic reaction: reactants, conditions, products, and yield The reactants are CCCc1nc(CC)c(C(=O)OCCC(=O)Nc2ccccc2)n1Cc1ccc(-c2ccccc2-c2nnnn2C(c2ccccc2)(c2ccccc2)c2ccccc2)cc1, CO. Product: CCCc1nc(CC)c(C(=O)OCCC(=O)Nc2ccccc2)n1Cc1ccc(-c2ccccc2-c2nnn[nH]2)cc1. Reaction SMILES: [CH2:1]([CH3:2])[c:3]1[n:4][c:5]([CH2:59][CH2:60][CH3:61])[n:6]([CH2:22][c:23]2[cH:24][cH:25][c:26](-[c:29]3[c:30](-[c:35]4[n:36][n:37][n:38][n:39]4[C:40]([c:41]4[cH:42][cH:43][cH:44][cH:45][cH:46]4)([c:47]4[cH:48][cH:49][cH:50][cH:51][cH:52]4)[c:53]4[cH:54][cH:55][cH:56][cH:57][cH:58]4)[cH:31][cH:32][cH:33][cH:34]3)[cH:27][cH:28]2)[c:7]1[C:8](=[O:9])[O:10][CH2:11][CH2:12][C:13](=[O:14])[NH:15][c:16]1[cH:17][cH:18][cH:19][cH:20][cH:21]1.[CH3:62][OH:63]>>[CH2:1]([CH3:2])[c:3]1[n:4][c:5]([CH2:59][CH2:60][CH3:61])[n:6]([CH2:22][c:23]2[cH:24][cH:25][c:26](-[c:29]3[c:30](-[c:35]4[n:36][n:37][n:38][nH:39]4)[cH:31][cH:32][cH:33][cH:34]3)[cH:27][cH:28]2)[c:7]1[C:8](=[O:9])[O:10][CH2:11][CH2:12][C:13](=[O:14])[NH:15][c:16]1[cH:17][cH:18][cH:19][cH:20][cH:21]1. The reactants are C1(CC1)COC1=C(C=C(C=C1)OC)C=1C2=C(N=CN1)C(=CN2)C(=O)O (4-(2-cyclopropylmethoxy-5-methoxy-phenyl)-5H-pyrrolo[3,2-d]pyrimidine-7-carboxylic acid), C(C)(C)(C)OC(N[C@@H]1CC[C@H](CC1)N)=O (trans-(4-amino-cyclohexyl)-carbamic acid tert-butyl ester). Product: C(C)(C)(C)OC(N[C@@H]1CC[C@H](CC1)NC(=O)C1=CNC2=C1N=CN=C2C2=C(C=CC(=C2)OC)OCC2CC2)=O (trans-(4-{[4-(2-Cyclopropylmethoxy-5-methoxy-phenyl)-5H-pyrrolo[3,2-d]pyrimidine-7-carbonyl]-amino}-cyclohexyl)-carbamic acid tert-butyl ester). RXN SMILES: [CH:1]1([CH2:4][O:5][C:6]2[CH:11]=[CH:10][C:9]([O:12][CH3:13])=[CH:8][C:7]=2[C:14]2[C:15]3[NH:22][CH:21]=[C:20]([C:23](O)=[O:24])[C:16]=3[N:17]=[CH:18][N:19]=2)[CH2:3][CH2:2]1.[C:26]([O:30][C:31](=[O:40])[NH:32][C@H:33]1[CH2:38][CH2:37][C@H:36]([NH2:39])[CH2:35][CH2:34]1)([CH3:29])([CH3:28])[CH3:27]>>[C:26]([O:30][C:31](=[O:40])[NH:32][C@H:33]1[CH2:34][CH2:35][C@H:36]([NH:39][C:23]([C:20]2[C:16]3[N:17]=[CH:18][N:19]=[C:14]([C:7]4[CH:8]=[C:9]([O:12][CH3:13])[CH:10]=[CH:11][C:6]=4[O:5][CH2:4][CH:1]4[CH2:3][CH2:2]4)[C:15]=3[NH:22][CH:21]=2)=[O:24])[CH2:37][CH2:38]1)([CH3:29])([CH3:27])[CH3:28]. Procedure: Starting from 4-(2-cyclopropylmethoxy-5-methoxy-phenyl)-5H-pyrrolo[3,2-d]pyrimidine-7-carboxylic acid (example A75) and trans-(4-amino-cyclohexyl)-carbamic acid tert-butyl ester the title compound is obtained as colorless solid. Reactants: CCO, NC1CCCCC1, CSc1nc(N)nc(-c2ccco2)c1C#N. Yields the product N#Cc1c(NC2CCCCC2)nc(N)nc1-c1ccco1. As a reaction SMILES: [CH3:24][CH2:25][OH:26].[NH2:17][CH:18]1[CH2:19][CH2:20][CH2:21][CH2:22][CH2:23]1.[NH2:1][c:2]1[n:3][c:4]([S:15][CH3:16])[c:5]([C:13]#[N:14])[c:6](-[c:8]2[o:9][cH:10][cH:11][cH:12]2)[n:7]1>>[NH2:1][c:2]1[n:3][c:4]([NH:17][CH:18]2[CH2:19][CH2:20][CH2:21][CH2:22][CH2:23]2)[c:5]([C:13]#[N:14])[c:6](-[c:8]2[o:9][cH:10][cH:11][cH:12]2)[n:7]1. The reactants are C(C)(C)(C)OC(=O)N1CCN(CC1)CC1=CC=C(C=C1)[C@H]1COC=2C(=NC=CC2)O1 (4-[(S)-4-(2,3-dihydro-[1,4]dioxino[2,3-b]pyridin-3-yl)-benzyl]-piperazine-1-carboxylic acid tert-butyl ester), C1(=CC=CC=C1)C1(CCNCC1)O (4-phenyl-piperidin-4-ol). Product: O1C[C@@H](OC2=NC=CC=C21)C2=CC=C(CN1CCC(CC1)(O)C1=CC=CC=C1)C=C2 (1-[(S)-4-(2,3-Dihydro-[1,4]dioxino[2,3-b]pyridin-3-yl)-benzyl]-4-phenyl-piperidin-4-ol). As a reaction SMILES: C(OC(N1CC[N:11]([CH2:14][C:15]2[CH:20]=[CH:19][C:18]([C@@H:21]3[O:30][C:25]4=[N:26][CH:27]=[CH:28][CH:29]=[C:24]4[O:23][CH2:22]3)=[CH:17][CH:16]=2)CC1)=O)(C)(C)C.[C:31]1([C:37]2([OH:43])[CH2:42][CH2:41]N[CH2:39][CH2:38]2)[CH:36]=[CH:35][CH:34]=[CH:33][CH:32]=1>>[O:23]1[C:24]2[C:25](=[N:26][CH:27]=[CH:28][CH:29]=2)[O:30][C@@H:21]([C:18]2[CH:17]=[CH:16][C:15]([CH2:14][N:11]3[CH2:39][CH2:38][C:37]([C:31]4[CH:32]=[CH:33][CH:34]=[CH:35][CH:36]=4)([OH:43])[CH2:42][CH2:41]3)=[CH:20][CH:19]=2)[CH2:22]1. Procedure details: Compound 269 is synthesized from Intermediate C and 4-phenyl-piperidin-4-ol according to General Method K. (LC/MS method 16: ES+ m/z 403.4 [M+H]+, Rt=2.68 min)